From a dataset of the Open Reaction Database (ORD), a public repository of structured organic reaction records. describe an organic reaction: reactants, conditions, products, and yield The solvent is CO (MeOH). Reported procedure: To a flask charged with methyl (5-(3,5-difluorophenyl)furo[3,2-b]pyridin-3-yl)methylcarbamate (680 mg, 2137 μmol) was added MeOH (20 mL), then aqueous NaOH (18 mL, 6 N, 106 mmol). The solution was heated at reflux for 60 h. The solution was concentrated to remove MeOH, then partitioned between CH2Cl2 (30 mL) and NaHCO3 (10 mL). The layers were separated and the aqueous layer was extracted with CH2Cl2 (1×10 mL), then EtOAc (4×25 mL). The combined organic layers were concentrated to give a total o... The yield is 55.1%. Reaction SMILES: [F:1][C:2]1[CH:3]=[C:4]([C:9]2[N:14]=[C:13]3[C:15]([CH2:18][NH:19]C(=O)OC)=[CH:16][O:17][C:12]3=[CH:11][CH:10]=2)[CH:5]=[C:6]([F:8])[CH:7]=1.[OH-].[Na+]>CO>[F:1][C:2]1[CH:3]=[C:4]([C:9]2[N:14]=[C:13]3[C:15]([CH2:18][NH2:19])=[CH:16][O:17][C:12]3=[CH:11][CH:10]=2)[CH:5]=[C:6]([F:8])[CH:7]=1 |f:1.2|. The product is FC=1C=C(C=C(C1)F)C1=CC=C2C(=N1)C(=CO2)CN ((5-(3,5-difluorophenyl)furo[3,2-b]pyridin-3-yl)methanamine). The reactants are FC=1C=C(C=C(C1)F)C1=CC=C2C(=N1)C(=CO2)CNC(OC)=O (methyl (5-(3,5-difluorophenyl)furo[3,2-b]pyridin-3-yl)methylcarbamate), [OH-].[Na+] (NaOH). Starting materials: C(C(=O)O)(=O)O.C(#N)CCCOC1=CC=C(C=C1)C1=C(C2=C(S1)C=CC=C2)CC2=CC=C(C=C2)OCCN2CCCC2 (2-[4-(3-Cyanopropyloxy)phenyl]-3-[4-[2-(1-pyrrolidinyl)ethoxy]benzyl]benzo[b]thiophene Oxalate), Cl (HCl). Conditions: time 3 day. Product: Cl.NC(CCCOC1=CC=C(C=C1)C1=C(C2=C(S1)C=CC=C2)CC2=CC=C(C=C2)OCCN2CCCC2)=O (2-[4-(4-Amino-4-oxobutyloxy)phenyl]-3-[4-[2-(1-pyrrolidinyl)ethoxy]benzyl]benzo[b]thiophene Hydrochloride). Isolated yield 100.0%. As a reaction SMILES: C(O)(=O)C(O)=[O:3].[C:7]([CH2:9][CH2:10][CH2:11][O:12][C:13]1[CH:18]=[CH:17][C:16]([C:19]2[S:23][C:22]3[CH:24]=[CH:25][CH:26]=[CH:27][C:21]=3[C:20]=2[CH2:28][C:29]2[CH:34]=[CH:33][C:32]([O:35][CH2:36][CH2:37][N:38]3[CH2:42][CH2:41][CH2:40][CH2:39]3)=[CH:31][CH:30]=2)=[CH:15][CH:14]=1)#[N:8].[ClH:43]>>[ClH:43].[NH2:8][C:7](=[O:3])[CH2:9][CH2:10][CH2:11][O:12][C:13]1[CH:14]=[CH:15][C:16]([C:19]2[S:23][C:22]3[CH:24]=[CH:25][CH:26]=[CH:27][C:21]=3[C:20]=2[CH2:28][C:29]2[CH:30]=[CH:31][C:32]([O:35][CH2:36][CH2:37][N:38]3[CH2:39][CH2:40][CH2:41][CH2:42]3)=[CH:33][CH:34]=2)=[CH:17][CH:18]=1 |f:0.1,3.4|. Reported procedure: The free base of the above nitrile (Example 34, Part D) (0.15 g; 0.3 mmol) was combined with 7 mL of conc HCl and stirred at room temperature for 3 days. The mixture was concentrated under reduced pressure, and the product (0.16 g; 100% yield) was dried in vacuo overnight. Starting materials: C(=O)(O)C1=CC=C(C=C1)C1C(C(=O)C2=CC=CC=C2)O1 (3-(4-carboxyphenyl)-1-phenyl-2,3-epoxy-1-propanone), [OH-].[K+] (potassium hydroxide). Run in C(C)O (ethanol), C(C)O (ethanol). Reaction conditions: time 5 minute. The product is C(=O)(O)C1=CC=C(C=C1)CC(C(=O)C1=CC=CC=C1)=O (3-(4-carboxyphenyl)-1-phenyl-1,2-propanedione). Isolated yield 100.0%. As a reaction SMILES: [C:1]([C:4]1[CH:9]=[CH:8][C:7]([CH:10]2[O:20][CH:11]2[C:12]([C:14]2[CH:19]=[CH:18][CH:17]=[CH:16][CH:15]=2)=[O:13])=[CH:6][CH:5]=1)([OH:3])=[O:2].[OH-].[K+]>C(O)C>[C:1]([C:4]1[CH:5]=[CH:6][C:7]([CH2:10][C:11](=[O:20])[C:12]([C:14]2[CH:15]=[CH:16][CH:17]=[CH:18][CH:19]=2)=[O:13])=[CH:8][CH:9]=1)([OH:3])=[O:2] |f:1.2|. Procedure details: To a solution of 5.63 g of 3-(4-carboxyphenyl)-1-phenyl-2,3-epoxy-1-propanone in 100 ml of ethanol at 85°-90° C. was added a solution of 6 g of potassium hydroxide in 100 ml of ethanol with stirring over 5 min. The reaction mixture was heated at 85°-90° C. for 5 min. and then allowed to cool to room temperature. The solution was evaporated to dryness and the residue was dissolved in 300 ml of ice-water and acidified with 125 ml of hydrochloric acid. After stirring for 30 min., the precipitate wa... Reactants: C1(O)=CC(O)=CC=C1 (resorcinol), BrC(C(=O)OC)C (methyl 2-bromopropanoate), C([O-])([O-])=O.[K+].[K+] (potassium carbonate). The solvent is C(C)C(=O)C (methyl ethyl ketone). Product: OC=1C=C(OC(C(=O)OC)C)C=CC1 (methyl 2-(3-hydroxyphenoxy)propanoate). As a reaction SMILES: [C:1]1([CH:8]=[CH:7][CH:6]=[C:4]([OH:5])[CH:3]=1)[OH:2].Br[CH:10]([CH3:15])[C:11]([O:13][CH3:14])=[O:12].C(=O)([O-])[O-].[K+].[K+]>C(C(C)=O)C>[OH:2][C:1]1[CH:3]=[C:4]([CH:6]=[CH:7][CH:8]=1)[O:5][CH:10]([CH3:15])[C:11]([O:13][CH3:14])=[O:12] |f:2.3.4|. Reported procedure: A mixture of resorcinol (11.0 g), methyl 2-bromopropanoate (20 g), potassium carbonate (27.6 g) and methyl ethyl ketone (120 mL) was heated under reflux for 5 hours. The reaction mixture was filtered, evaporated and the residue was separated by chromatography. Elution with 1:3 ethyl acetate/hexane afforded the desired product. Reactants: C(C)N(CC)S(F)(F)F (Diethylaminosulfur trifluoride), FC=1C=C(C=C(C1F)F)[C@H]1N2C(/C(/CC[C@@H]2C[C@H](C1)O)=C/C1=CC(=C(C=C1)N1C=NC(=C1)C)OC)=O ((E)-(6S,8R,9aR)-6-(3,4,5-trifluorophenyl)-8-hydroxy-3-[3-methoxy-4-(4-methyl-1H-imidazol-1-yl)benzylidene]octahydroquinolizin-4-one), O (water), C(C)(=O)OCC (ethyl acetate). The solvent is ClCCl (dichloromethane). Conditions: time 2 hour. Product: F[C@@H]1C[C@H](N2C(/C(/CC[C@@H]2C1)=C/C1=CC(=C(C=C1)N1C=NC(=C1)C)OC)=O)C1=CC(=C(C(=C1)F)F)F ((E)-(6S,8S,9aR)-8-fluoro-3-[3-methoxy-4-(4-methyl-1H-imidazol-1-yl)benzylidene]-6-(3,4,5-trifluorophenyl)octahydroquinolizin-4-one). As a reaction SMILES: C(N(S(F)(F)[F:7])CC)C.[F:10][C:11]1[CH:12]=[C:13]([C@@H:19]2[CH2:28][C@H:27](O)[CH2:26][C@@H:25]3[N:20]2[C:21](=[O:45])/[C:22](=[CH:30]/[C:31]2[CH:36]=[CH:35][C:34]([N:37]4[CH:41]=[C:40]([CH3:42])[N:39]=[CH:38]4)=[C:33]([O:43][CH3:44])[CH:32]=2)/[CH2:23][CH2:24]3)[CH:14]=[C:15]([F:18])[C:16]=1[F:17].O.C(OCC)(=O)C>ClCCl>[F:7][C@H:27]1[CH2:26][C@@H:25]2[N:20]([C:21](=[O:45])/[C:22](=[CH:30]/[C:31]3[CH:36]=[CH:35][C:34]([N:37]4[CH:41]=[C:40]([CH3:42])[N:39]=[CH:38]4)=[C:33]([O:43][CH3:44])[CH:32]=3)/[CH2:23][CH2:24]2)[C@H:19]([C:13]2[CH:14]=[C:15]([F:18])[C:16]([F:17])=[C:11]([F:10])[CH:12]=2)[CH2:28]1. Procedure: Diethylaminosulfur trifluoride (13.2 μL) was added to a solution of (E)-(6S,8R,9aR)-6-(3,4,5-trifluorophenyl)-8-hydroxy-3-[3-methoxy-4-(4-methyl-1H-imidazol-1-yl)benzylidene]octahydroquinolizin-4-one that is an optically active compound obtained above with a retention time of 4.8 minutes (10 mg) in dichloromethane (2.0 mL) under ice-cooling, and the reaction solution was stirred for two hours. Crushed ice, water, and ethyl acetate were added to the reaction solution, and the organic layer was se... Reactants: BrCN1C(=NC2=CC=CC=C2C1=O)C (bromomethyl 3,4 dihydro-2-methylquinazolin-4-one), C(C)N (ethylamine), C(C)#N (acetonitrile). Reaction conditions: time 4 hour. Yields the product CC1=NC2=CC=C(C=C2C(N1)=O)CNCC (N-(3,4-dihydro-2-methyl-4-oxoquinazolin-6-ylmethyl) N-ethylamine). As a reaction SMILES: BrC[N:3]1[C:12](=[O:13])[C:11]2[C:6](=[CH:7][CH:8]=[CH:9][CH:10]=2)[N:5]=[C:4]1[CH3:14].[CH2:15]([NH2:17])[CH3:16].[C:18](#N)C>>[CH3:14][C:4]1[NH:3][C:12](=[O:13])[C:11]2[C:6](=[CH:7][CH:8]=[C:9]([CH2:18][NH:17][CH2:15][CH3:16])[CH:10]=2)[N:5]=1. Procedure details: A mixture of 6 bromomethyl 3,4 dihydro-2-methylquinazolin-4-one (prepared as described in Example 3; 10 g), anhydrous ethylamine (7.9 ml) and acetonitrile (250 ml) was stirred rapidly at laboratory temperature for 4 hours. The mixture was evaporated to dryness, the residue was dissolved in water, filtered and the filtrate was evaporated. The residue was triturated in acetone to give N-(3,4-dihydro-2-methyl-4-oxoquinazolin-6-ylmethyl) N-ethylamine, as its hydrobromide salt (8.5 g), m.p. >260° C. Starting materials: O (water), [H-].[Na+] (Sodium hydride), IC=1N=C(NC1)CCC1=CC=C(C=C1)C1=NC=CC=C1 (2-{4-[2-(4-iodo-1H-imidazol-2-yl)ethyl]phenyl}pyridine), CN(S(=O)(=O)Cl)C (dimethylsulfamoyl chloride). Solvent: C(Cl)Cl.CC(=O)C (acetone methylene chloride), CN(C=O)C (dimethylformamide). Reaction conditions: temperature 0 celsius, time 1 hour. Yields the product IC=1N=C(N(C1)S(=O)(=O)N(C)C)CCC1=CC=C(C=C1)C1=NC=CC=C1 (4-iodo-N,N-dimethyl-2-[2-(4-pyridin-2-ylphenyl)ethyl]-1H-imidazole-1-sulfonamide). As a reaction SMILES: [H-].[Na+].[I:3][C:4]1[N:5]=[C:6]([CH2:9][CH2:10][C:11]2[CH:16]=[CH:15][C:14]([C:17]3[CH:22]=[CH:21][CH:20]=[CH:19][N:18]=3)=[CH:13][CH:12]=2)[NH:7][CH:8]=1.[CH3:23][N:24]([CH3:29])[S:25](Cl)(=[O:27])=[O:26].O>CN(C)C=O.C(Cl)Cl.CC(C)=O>[I:3][C:4]1[N:5]=[C:6]([CH2:9][CH2:10][C:11]2[CH:12]=[CH:13][C:14]([C:17]3[CH:22]=[CH:21][CH:20]=[CH:19][N:18]=3)=[CH:15][CH:16]=2)[N:7]([S:25]([N:24]([CH3:29])[CH3:23])(=[O:27])=[O:26])[CH:8]=1 |f:0.1,6.7|. Procedure details: Sodium hydride (384 mg, 16 mmol) was added to a solution of 2-{4-[2-(4-iodo-1H-imidazol-2-yl)ethyl]phenyl}pyridine (5 g, 13.3 mmol) in dimethylformamide (100 mL) at 0° C. After stirring at 0° C. for 1 hr, dimethylsulfamoyl chloride (2.15 mL, 20 mmol) was added. After stirring at rt overnight, the reaction mixture was poured into water and extracted with ethyl acetate. The extracts were washed with brine, dried (sodium sulfate) and concentrated to give a residue. Chromatography of the residue ove...